This data is from the Open Reaction Database (ORD), a public repository of structured organic reaction records. The task is: describe an organic reaction: reactants, conditions, products, and yield Reaction SMILES: [CH2:1]([N:3]1[CH:7]=[C:6]([C:8]2[CH:13]=[CH:12][N:11]=[C:10]3[N:14](S(C4C=CC=CC=4)(=O)=O)[C:15]([C:17]4[CH:22]=[CH:21][C:20]([CH2:23][N:24]5[CH2:28][CH2:27][CH2:26][CH2:25]5)=[CH:19][CH:18]=4)=[CH:16][C:9]=23)[C:5]([C:38]2[CH:43]=[CH:42][C:41]([N+:44]([O-])=O)=[CH:40][CH:39]=2)=[N:4]1)[CH3:2].[OH-].[Na+]>C(O)(=O)C.[Zn]>[CH2:1]([N:3]1[CH:7]=[C:6]([C:8]2[CH:13]=[CH:12][N:11]=[C:10]3[NH:14][C:15]([C:17]4[CH:18]=[CH:19][C:20]([CH2:23][N:24]5[CH2:28][CH2:27][CH2:26][CH2:25]5)=[CH:21][CH:22]=4)=[CH:16][C:9]=23)[C:5]([C:38]2[CH:39]=[CH:40][C:41]([NH2:44])=[CH:42][CH:43]=2)=[N:4]1)[CH3:2] |f:1.2|. Reagents/catalysts: [Zn] (zinc). Conditions: temperature 70 celsius, time 1 hour. Run in C(C)(=O)O (acetic acid). The reactants are C(C)N1N=C(C(=C1)C1=C2C(=NC=C1)N(C(=C2)C2=CC=C(C=C2)CN2CCCC2)S(=O)(=O)C2=CC=CC=C2)C2=CC=C(C=C2)[N+](=O)[O-] (4-[1-ethyl-3-(4-nitrophenyl)-1H-pyrazol-4-yl]-1-(phenylsulfonyl)-2-[4-(1-pyrrolidinylmethyl)phenyl]-1H-pyrrolo[2,3-b]pyridine), [OH-].[Na+] (NaOH). Procedure details: To a solution of 4-[1-ethyl-3-(4-nitrophenyl)-1H-pyrazol-4-yl]-1-(phenylsulfonyl)-2-[4-(1-pyrrolidinylmethyl)phenyl]-1H-pyrrolo[2,3-b]pyridine (0.487 mmol) in glacial acetic acid (4 mL) was added zinc powder (3.41 mmol). After 1 h, the reaction was filtered and the zinc residue was rinsed with acetic acid. The filtrate was concentrated under reduced pressure and azeotroped five times with 1:1 methanol/toluene to remove residual acetic acid. The crude aniline was dissolved in methanol, treated wi... The product is C(C)N1N=C(C(=C1)C1=C2C(=NC=C1)NC(=C2)C2=CC=C(C=C2)CN2CCCC2)C2=CC=C(N)C=C2 (4-(1-ethyl-4-{2-[4-(1-pyrrolidinylmethyl)phenyl]-1H-pyrrolo[2,3-b]pyridin-4-yl}-1H-pyrazol-3-yl)aniline). The reactants are CC(=O)[CH-]C(C)=O, C[Mg+], [Cl-], O=C(Cl)c1ccc2sc(Cl)nc2c1, Cl, C1CCOC1, O. The product is CC(=O)c1ccc2sc(Cl)nc2c1. Reaction SMILES: [CH-:14]([C:15](=[O:16])[CH3:17])[C:18](=[O:19])[CH3:20].[CH3:22][Mg+:23].[Cl-:21].[Cl:1][c:2]1[s:3][c:4]2[c:5]([n:6]1)[cH:7][c:8]([C:11](=[O:12])[Cl:13])[cH:9][cH:10]2.[ClH:24].[O:25]1[CH2:26][CH2:27][CH2:28][CH2:29]1.[OH2:30]>>[Cl:1][c:2]1[s:3][c:4]2[c:5]([n:6]1)[cH:7][c:8]([C:11](=[O:12])[CH3:14])[cH:9][cH:10]2. Reported procedure: Using the method of Example 39, 5,7-dichloro-3-(n-propyl)imidazo[1,5-c]pyrimidine (from Example 36) was reacted with ammonia to provide white solid 5-amino-7-chloro-3-(n-propyl)imidazo[1,5-c]pyrimidine, m.p. 160°-161° C. (dec.). Analysis: Calculated for C9H11ClN4 : %C, 51.3; %H, 5.3; %N, 26.6; Found %C, 51.5; %H, 5.2; %N, 26.9. As a reaction SMILES: Cl[C:2]1[N:7]2[C:8]([CH2:11][CH2:12][CH3:13])=[N:9][CH:10]=[C:6]2[CH:5]=[C:4]([Cl:14])[N:3]=1.[NH3:15]>>[NH2:15][C:2]1[N:7]2[C:8]([CH2:11][CH2:12][CH3:13])=[N:9][CH:10]=[C:6]2[CH:5]=[C:4]([Cl:14])[N:3]=1. The product is NC1=NC(=CC=2N1C(=NC2)CCC)Cl (5-amino-7-chloro-3-(n-propyl)imidazo[1,5-c]pyrimidine). Reactants: ClC1=NC(=CC=2N1C(=NC2)CCC)Cl (5,7-dichloro-3-(n-propyl)imidazo[1,5-c]pyrimidine), N (ammonia). The reactants are CO, Cl, CC(C)(C)OC(=O)N1CCC=C(Cc2cn(S(=O)(=O)c3ccccc3)c3ccc(F)cc23)C1. Product: Cl, O=S(=O)(c1ccccc1)n1cc(CC2=CCCNC2)c2cc(F)ccc21. As a reaction SMILES: [CH3:35][OH:36].[ClH:34].[F:1][c:2]1[cH:3][c:4]2[c:5]([CH2:20][C:21]3=[CH:22][CH2:23][CH2:24][N:25]([C:27]([O:28][C:29]([CH3:30])([CH3:31])[CH3:32])=[O:33])[CH2:26]3)[cH:6][n:7]([S:11](=[O:12])(=[O:13])[c:14]3[cH:15][cH:16][cH:17][cH:18][cH:19]3)[c:8]2[cH:9][cH:10]1>>[ClH:34].[F:1][c:2]1[cH:3][c:4]2[c:5]([CH2:20][C:21]3=[CH:22][CH2:23][CH2:24][NH:25][CH2:26]3)[cH:6][n:7]([S:11](=[O:12])(=[O:13])[c:14]3[cH:15][cH:16][cH:17][cH:18][cH:19]3)[c:8]2[cH:9][cH:10]1. The reactants are C(CCl)Cl (EDC), N(N)C1=C2C=C(C(=NC2=CC=N1)C1=CC=C(C=C1)CN1CCC(CC1)C1=NN=C(N1)C1=NC=CC=C1)C1=CC=CC=C1 (5-hydrazino-3-phenyl-2-(4-{[4-(5-pyridin-2-yl-4H-1,2,4-triazol-3-yl)piperidin-1-yl]methyl}phenyl)-1,6-naphthyridine), C=1C=CC2=C(C1)N=NN2O (HOBT), N1N=NC(=C1)C(=O)O (1H-1,2,3-triazole-4-carboxylic acid), CCN(C(C)C)C(C)C (DIEA). The solvent is CN(C)C=O (DMF), C(C)(=O)O (acetic acid). Conditions: time 8 hour. The product is C1(=CC=CC=C1)C=1C(=NC=2C=CN3C(C2C1)=NN=C3C=3N=NNC3)C3=CC=C(C=C3)CN3CCC(CC3)C3=NN=C(N3)C3=NC=CC=C3 (9-phenyl-8-(4-{[4-(5-pyridin-2-yl-4H-1,2,4-triazol-3-yl)piperidin-1-yl]methyl}phenyl)-3-(1H-1,2,3-triazol-4-yl)[1,2,4]triazolo[3,4-f]-1,6-naphthyridine). Reaction SMILES: [NH:1]([C:3]1[N:12]=[CH:11][CH:10]=[C:9]2[C:4]=1[CH:5]=[C:6]([C:37]1[CH:42]=[CH:41][CH:40]=[CH:39][CH:38]=1)[C:7]([C:13]1[CH:18]=[CH:17][C:16]([CH2:19][N:20]3[CH2:25][CH2:24][CH:23]([C:26]4[NH:30][C:29]([C:31]5[CH:36]=[CH:35][CH:34]=[CH:33][N:32]=5)=[N:28][N:27]=4)[CH2:22][CH2:21]3)=[CH:15][CH:14]=1)=[N:8]2)[NH2:2].C1C=C[C:46]2[N:51](O)[N:50]=[N:49][C:47]=2[CH:48]=1.N1C=C(C(O)=O)N=N1.CCN(C(C)C)C(C)C.C(Cl)CCl>CN(C=O)C.C(O)(=O)C>[C:37]1([C:6]2[C:7]([C:13]3[CH:18]=[CH:17][C:16]([CH2:19][N:20]4[CH2:21][CH2:22][CH:23]([C:26]5[NH:30][C:29]([C:31]6[CH:36]=[CH:35][CH:34]=[CH:33][N:32]=6)=[N:28][N:27]=5)[CH2:24][CH2:25]4)=[CH:15][CH:14]=3)=[N:8][C:9]3[CH:10]=[CH:11][N:12]4[C:48]([C:47]5[N:49]=[N:50][NH:51][CH:46]=5)=[N:2][N:1]=[C:3]4[C:4]=3[CH:5]=2)[CH:38]=[CH:39][CH:40]=[CH:41][CH:42]=1. Procedure details: To a stirred solution of 9-3 (2.0 g, 3.6 mMol), HOBT (0.5 g, 3.9 mMol), and 1H-1,2,3-triazole-4-carboxylic acid (0.4 g, 3.9 mMol) in anhydrous DMF (20 mL) was added DIEA (1.2 mL, 7.2 mMol) followed by EDC (0.76 g, 3.9 mMol). The solution was stirred at ambient temperature overnight. The solution was then treated with 2 mL of acetic acid and was heated to 80° C. for 3 hrs. Upon cooling to room temperature, the solution was filtered through a syringe filter and purified on a C18 reverse phase HPLC... The reactants are C(C1=CC=CC=C1)O[C@H]1[C@@](C2(CCC1)OCCO2)(CCCC(CO)C)C ((2S*,3R*)-3-benzyloxy-1,1-ethylenedioxy-2-methyl-2-(4'-methyl-5'-hydroxypentyl)-cyclohexane), CC(=O)C (acetone), S(O)(O)(=O)=O (sulfuric acid). Run in O (water). The product is C(C1=CC=CC=C1)O[C@H]1[C@@](C(CCC1)=O)(CCCC(CO)C)C ((2S*,3R*)-3-benzyloxy-2-methyl-2-(4'-methyl-5'-hydroxypentyl)-cyclohexanone). Isolated yield 99.8%. As a reaction SMILES: [CH2:1]([O:8][C@@H:9]1[CH2:14][CH2:13][CH2:12][C:11]2(OCC[O:15]2)[C@@:10]1([CH3:26])[CH2:19][CH2:20][CH2:21][CH:22]([CH3:25])[CH2:23][OH:24])[C:2]1[CH:7]=[CH:6][CH:5]=[CH:4][CH:3]=1.CC(C)=O.S(=O)(=O)(O)O>O>[CH2:1]([O:8][C@@H:9]1[CH2:14][CH2:13][CH2:12][C:11](=[O:15])[C@@:10]1([CH3:26])[CH2:19][CH2:20][CH2:21][CH:22]([CH3:25])[CH2:23][OH:24])[C:2]1[CH:3]=[CH:4][CH:5]=[CH:6][CH:7]=1. Procedure details: A mixture of (2S*,3R*)-3-benzyloxy-1,1-ethylenedioxy-2-methyl-2-(4'-methyl-5'-hydroxypentyl)-cyclohexane (13.9 g, 0.0384 mol), acetone (150 ml), water (20 ml) and 0.002 N sulfuric acid (50 ml) is refluxed for 18 hours under a nitrogen atmosphere. The reaction mixture is cooled, the acetone evaporated under reduced pressure and the aqueous layer extracted with ether (3×500 ml). The combined organic layers are washed with saturated sodium bicarbonate (100 ml), saturated sodium chloride (2×200 ml) ...